From a dataset of the Open Reaction Database (ORD), a public repository of structured organic reaction records. describe an organic reaction: reactants, conditions, products, and yield Starting materials: BrB(Br)Br, Fc1ccc(C=Cc2cc(F)cc(OCc3ccccc3)c2)cc1, CO, ClCCl. Yields the product Oc1cc(F)cc(C=Cc2ccc(F)cc2)c1. As a reaction SMILES: [B:1]([Br:2])([Br:3])[Br:4].[CH2:5]([c:6]1[cH:7][cH:8][cH:9][cH:10][cH:11]1)[O:12][c:13]1[cH:14][c:15]([F:28])[cH:16][c:17]([CH:19]=[CH:20][c:21]2[cH:22][cH:23][c:24]([F:27])[cH:25][cH:26]2)[cH:18]1.[CH3:29][OH:30].[Cl:31][CH2:32][Cl:33]>>[OH:12][c:13]1[cH:14][c:15]([F:28])[cH:16][c:17]([CH:19]=[CH:20][c:21]2[cH:22][cH:23][c:24]([F:27])[cH:25][cH:26]2)[cH:18]1. Starting materials: CI (methyl iodide), C(CC(=O)C)(=O)OCC (ethyl acetoacetate), C(=O)(OCC)C1C(CCC1)=O (2-carbethoxycyclopentanone), C(C1=CC=CC=C1)(=O)CC(=O)OCC (ethyl benzoylacetate), CC1=C(C(=O)CC(=O)OCC)C=CC=C1 (ethyl 2-methylbenzoylacetate). Reaction conditions: time 14 hour. The product is CC(C(=O)OCC)C(=O)C (ethyl 2-methylacetoacetate), CC1(C(CCC1)=O)C(=O)OCC (2-methyl- 2-carbethoxy-cyclopentanone), ethyl 2-methylbenzoyl acetate, CC1(C(C(=O)CC(=O)OCC)C=CC=C1)C (ethyl 2,2-dimethylbenzoyl-acetate). RXN SMILES: [C:1]([O:7][CH2:8][CH3:9])(=[O:6])[CH2:2][C:3]([CH3:5])=[O:4].[C:10]([CH:15]1[CH2:19]C[CH2:17][C:16]1=[O:20])([O:12][CH2:13][CH3:14])=[O:11].[C:21]([CH2:29][C:30]([O:32][CH2:33][CH3:34])=[O:31])(=[O:28])[C:22]1[CH:27]=[CH:26]C=CC=1.[CH3:35][C:36]1[CH:49]=CC=C[C:37]=1[C:38]([CH2:40][C:41](OCC)=O)=O.CI>>[CH3:19][CH:15]([C:16]([CH3:17])=[O:20])[C:10]([O:12][CH2:13][CH3:14])=[O:11].[CH3:1][C:29]1([C:30]([O:32][CH2:33][CH3:34])=[O:31])[CH2:26][CH2:27][CH2:22][C:21]1=[O:28].[CH3:35][C:36]1([CH3:49])[CH:37]=[CH:38][CH:40]=[CH:41][CH:5]1[C:3]([CH2:2][C:1]([O:7][CH2:8][CH3:9])=[O:6])=[O:4]. Procedure: When the thallous salts of ethyl acetoacetate, 2-carbethoxycyclopentanone, ethyl benzoylacetate, and ethyl 2-methylbenzoylacetate, prepared according to Example 1, are refluxed with methyl iodide as described in Example 1 for periods of about 4, 9, 4, and 14 hours, respectively, ethyl 2-methylacetoacetate (b.p. 82°/25 mm.), 2-methyl- 2-carbethoxy-cyclopentanone (b.p. 124°-126°/35 mm.), ethyl 2-methylbenzoyl acetate (b.p. 96°-97°/0.25 mm.), and ethyl 2,2-dimethylbenzoyl-acetate (b.p. 98°-100°/0.3... The reactants are O (water), C(C1=CC=CO1)N (furfurylamine), C1(=CC=C(C=C1)S(=O)(=O)NC1=NC(N([C@H]2C[C@H](O)[C@@H](CO)O2)C=C1)=O)C (4-N-p-toluenesulfonyl-2′-deoxycytidine), C(C1=CC=CO1)NC1=NC(NC=C1)=O (4-N-furfurylcytosine). The product is O=C[C@H](O)[C@H](O)[C@H](O)CO (ribose). As a reaction SMILES: C(N)C1[O:6]C=CC=1.C1(C)C=CC(S(NC2C=CN([C@@H:22]3[O:29][C@H:26]([CH2:27][OH:28])[C@@H:24]([OH:25])[CH2:23]3)C(=O)N=2)(=O)=O)=CC=1.C(NC1C=CNC(=O)N=1)C1OC=CC=1.[OH2:48]>>[O:48]=[CH:22][C@@H:23]([C@@H:24]([C@@H:26]([CH2:27][OH:28])[OH:29])[OH:25])[OH:6]. Reported procedure: The second step was the reaction of furfurylamine (FIG. 1 V) with 4-N-p-toluenesulfonyl-2′-deoxycytidine (FIG. 1 I). The third step was depended on creating of 4-N-furfurylcytosine (FIG. 1 III), by cleavage of N-glycosyl bond by solution of inorganic acid in water (pH of this solution was about 3). When the reaction ended (what confirmed the dark yellow colour of the reaction mixture, the acid was evaporated or neutralised by water solution of sodium hydroxide where the received salt was lost on... Starting materials: Cl.FC(C=1C=C(C=C(C1)C(F)(F)F)[C@@H](C)O[C@@H]1[C@H]([C@@H]2CNC[C@@H]2CC1)C1=CC=C(C=C1)F)(F)F ((3aR,4R,5S,7aR)-5-{(1R)-1-[3,5-bis(Trifluoromethyl)phenyl]ethoxy}-4-(4-fluorophenyl)octahydro-1H-isoindole hydrochloride salt), C=O (formaldehyde), C(C)(=O)[O-].[Na+] (sodium acetate), [BH4-].[Na+] (NaBH4). The solvent is CO (methanol), O (water). Conditions: time 10 minute. Yields the product FC(C=1C=C(C=C(C1)C(F)(F)F)[C@@H](C)O[C@@H]1[C@H]([C@@H]2CN(C[C@@H]2CC1)C)C1=CC=C(C=C1)F)(F)F ((3aR,4R,5S,7aR)-5-{(1R)-1-[3,5-bis(Trifluoromethyl)phenyl]ethoxy}-4-(4-fluorophenyl)-2-methyloctahydro-1H-isoindole). RXN SMILES: Cl.[F:2][C:3]([F:34])([F:33])[C:4]1[CH:5]=[C:6]([C@H:14]([O:16][C@H:17]2[CH2:25][CH2:24][C@@H:23]3[C@@H:19]([CH2:20][NH:21][CH2:22]3)[C@@H:18]2[C:26]2[CH:31]=[CH:30][C:29]([F:32])=[CH:28][CH:27]=2)[CH3:15])[CH:7]=[C:8]([C:10]([F:13])([F:12])[F:11])[CH:9]=1.C=O.[C:37]([O-])(=O)C.[Na+].[BH4-].[Na+]>CO.O>[F:34][C:3]([F:2])([F:33])[C:4]1[CH:5]=[C:6]([C@H:14]([O:16][C@H:17]2[CH2:25][CH2:24][C@@H:23]3[C@@H:19]([CH2:20][N:21]([CH3:37])[CH2:22]3)[C@@H:18]2[C:26]2[CH:27]=[CH:28][C:29]([F:32])=[CH:30][CH:31]=2)[CH3:15])[CH:7]=[C:8]([C:10]([F:13])([F:11])[F:12])[CH:9]=1 |f:0.1,3.4,5.6|. Procedure: To a solution of 30 mg (0.063 mmol) of (3aR,4R,5S,7aR)-5-{(1R)-1-[3,5-bis(trifluoromethyl)phenyl]ethoxy}-4-(4-fluorophenyl)octahydro-1H-isoindole (Example 2) in ˜2 mL methanol was added ˜20 mg (excess) aq. formaldehyde and 40 mg sodium acetate. The resulting mixture was stirred at RT for 10 min then 20 mg of NaBH4 was added. The resulting mixture was stirred at RT for 1 hr then water was added. The methanol was evaporated under vacuum and residue extracted with ether (2×25 mL). The combined extr... Product: COc1cc2c(cc1-c1cccnc1)-c1c(-c3cccs3)c3c(n1CC2)C(=O)N(C(C)C)CCN(C(C)=O)C3. Reactants: CC(=O)OC(C)=O, CN(C)c1ccncc1, COc1cc2c(cc1-c1cccnc1)-c1c(-c3cccs3)c3c(n1CC2)C(=O)N(C(C)C)CCNC3, [NH4+], [OH-], O, c1ccncc1. RXN SMILES: [CH3:37][C:38](=[O:39])[O:40][C:41]([CH3:42])=[O:43].[CH3:53][N:54]([c:55]1[cH:56][cH:57][n:58][cH:59][cH:60]1)[CH3:61].[CH:1]([CH3:2])([CH3:3])[N:4]1[CH2:5][CH2:6][NH:7][CH2:8][c:9]2[c:10](-[c:32]3[s:33][cH:34][cH:35][cH:36]3)[c:11]3[n:12]([c:29]2[C:30]1=[O:31])[CH2:13][CH2:14][c:15]1[cH:16][c:17]([O:27][CH3:28])[c:18](-[c:21]2[cH:22][n:23][cH:24][cH:25][cH:26]2)[cH:19][c:20]1-3.[NH4+:46].[OH-:45].[OH2:44].[cH:47]1[cH:48][cH:49][n:50][cH:51][cH:52]1>>[CH:1]([CH3:2])([CH3:3])[N:4]1[CH2:5][CH2:6][N:7]([C:38]([CH3:37])=[O:39])[CH2:8][c:9]2[c:10](-[c:32]3[s:33][cH:34][cH:35][cH:36]3)[c:11]3[n:12]([c:29]2[C:30]1=[O:31])[CH2:13][CH2:14][c:15]1[cH:16][c:17]([O:27][CH3:28])[c:18](-[c:21]2[cH:22][n:23][cH:24][cH:25][cH:26]2)[cH:19][c:20]1-3. The reactants are CC1(O)CNC1, CCN(C(C)C)C(C)C, O=C(O)c1c[nH]c(=O)c2cc(S(=O)(=O)Cl)ccc12, Cl, Cl, C1CCOC1. Yields the product CC1(O)CN(S(=O)(=O)c2ccc3c(C(=O)O)c[nH]c(=O)c3c2)C1. Reaction SMILES: [CH3:29][C:30]1([OH:34])[CH2:31][NH:32][CH2:33]1.[CH:19]([N:20]([CH:21]([CH3:22])[CH3:23])[CH2:24][CH3:25])([CH3:26])[CH3:27].[Cl:1][S:2](=[O:3])(=[O:4])[c:5]1[cH:6][cH:7][c:8]2[c:9]([C:16](=[O:17])[OH:18])[cH:10][nH:11][c:12](=[O:15])[c:13]2[cH:14]1.[ClH:28].[ClH:35].[O:36]1[CH2:37][CH2:38][CH2:39][CH2:40]1>>[S:2](=[O:3])(=[O:4])([c:5]1[cH:6][cH:7][c:8]2[c:9]([C:16](=[O:17])[OH:18])[cH:10][nH:11][c:12](=[O:15])[c:13]2[cH:14]1)[N:32]1[CH2:31][C:30]([CH3:29])([OH:34])[CH2:33]1.